This data is from the Open Reaction Database (ORD), a public repository of structured organic reaction records. The task is: describe an organic reaction: reactants, conditions, products, and yield Reactants: C(C)C1=C(C(=CC=C1)CC)N=C=S (1,3-diethyl-2-isothiocyanatobenzene), N1N=CC2=CC=C(C=C12)NC(=O)C1=CC2=C(N=C(N2)NC=2N(C=CN2)C(C)C)C=C1 (2-(1-Isopropyl-1H-imidazol-2-ylamino)-3H-benzimidazole-5-carboxylic acid (1H-indazol-6-yl)-amide). The solvent is CN(C)C=O.C1CCOC1 (DMF THF). Product: N1N=CC2=CC=C(C=C12)NC(=O)C1=CC2=C(N=C(N2)NC2=C(C=CC=C2CC)CC)C=C1 (2-(2,6-diethylphenylamino)-3H-benzimidazole-5-carboxylic acid (1H-indazol-6-yl)-amide). RXN SMILES: [CH2:1]([C:3]1[CH:8]=[CH:7][CH:6]=[C:5]([CH2:9][CH3:10])[C:4]=1[N:11]=[C:12]=S)[CH3:2].[NH:14]1[C:22]2[C:17](=[CH:18][CH:19]=[C:20]([NH:23][C:24]([C:26]3[CH:43]=[CH:42][C:29]4[N:30]=C(NC5N(C(C)C)C=CN=5)[NH:32][C:28]=4[CH:27]=3)=[O:25])[CH:21]=2)[CH:16]=[N:15]1>CN(C=O)C.C1COCC1>[NH:14]1[C:22]2[C:17](=[CH:18][CH:19]=[C:20]([NH:23][C:24]([C:26]3[CH:43]=[CH:42][C:29]4[N:30]=[C:12]([NH:11][C:4]5[C:3]([CH2:1][CH3:2])=[CH:8][CH:7]=[CH:6][C:5]=5[CH2:9][CH3:10])[NH:32][C:28]=4[CH:27]=3)=[O:25])[CH:21]=2)[CH:16]=[N:15]1 |f:2.3|. Procedure: A solution of 1,3-diethyl-2-isothiocyanatobenzene (0.5 mmol) in 1:1 DMF/THF (2 mL) was reacted with 3,4-diamino-N-(1H-indazol-6-yl)-benzamide (0.5 mmol; see Example 25) according to general procedure B to yield 2-(2,6-diethylphenylamino)-3H-benzimidazole-5-carboxylic acid (1H-indazol-6-yl)-amide. MS: m/z 425 (M+H)+. The reactants are NCC1=CC=C(OCC(=O)O)C=C1 (4-aminomethylphenoxyacetic acid), [OH-].[Na+] (NaOH), C(C=C)OC(=O)Cl (chloroformic acid allyl ester). Solvent: O (water). Run at time 20 minute. Yields the product C(C=C)OC(=O)NCC1=CC=C(OCC(=O)O)C=C1 (4-(N-allyloxycarbonylaminomethyl)-phenoxyacetic acid). As a reaction SMILES: [NH2:1][CH2:2][C:3]1[CH:13]=[CH:12][C:6]([O:7][CH2:8][C:9]([OH:11])=[O:10])=[CH:5][CH:4]=1.[OH-].[Na+].[CH2:16]([O:19][C:20](Cl)=[O:21])[CH:17]=[CH2:18]>O>[CH2:16]([O:19][C:20]([NH:1][CH2:2][C:3]1[CH:13]=[CH:12][C:6]([O:7][CH2:8][C:9]([OH:11])=[O:10])=[CH:5][CH:4]=1)=[O:21])[CH:17]=[CH2:18] |f:1.2|. Procedure: 0.97 g of 4-aminomethylphenoxyacetic acid is suspended in 15 ml of water, 2.4 ml of 5N NaOH solution are added thereto and, after cooling with ice, 0.63 ml of chloroformic acid allyl ester is added thereto over a period of 5 minutes After removing the cooling bath, the reaction mixture is stirred at room temperature for 20 minutes. The reaction mixture is then washed twice with ethyl acetate, and the aqueous phase is adjusted to pH 2 with 4N HC1 and extracted with ethyl acetate. The organic solu...